This data is from the Open Reaction Database (ORD), a public repository of structured organic reaction records. The task is: describe an organic reaction: reactants, conditions, products, and yield Starting materials: [N+](=O)([O-])C=CC1=CSC=C1 (3-(2-nitroethenyl)thiophene), C[Al](C)C (trimethylaluminum). Solvent: CCCCCC (hexane), CCCCCC (hexane). Conditions: time 30 minute. The product is [N+](=O)([O-])CC(C)C1=CSC=C1 (3-(1-Nitro-2-propyl)thiophene). The yield is 80.0%. As a reaction SMILES: [N+:1]([CH:4]=[CH:5][C:6]1[CH:10]=[CH:9][S:8][CH:7]=1)([O-:3])=[O:2].[CH3:11][Al](C)C>CCCCCC>[N+:1]([CH2:4][CH:5]([C:6]1[CH:10]=[CH:9][S:8][CH:7]=1)[CH3:11])([O-:3])=[O:2]. Procedure: When R2 is H the 3-(2-nitroethenyl)thiophene (1 eq) was suspended in hexane, cooled in an ice bath under nitrogen and slowly treated with 2N trimethylaluminum in hexane (2.6 eq). After 30 minutes, the solution was quenched with 3N HCl, diluted with ether and filtered. The organic layer was dried (Na2SO4) and condensed under reduced pressure to afford the crude product. This material was purified by flash silica gel column chromatography using 70% hexane in methylene chloride. The product was obt... Starting materials: C(C)(C)(C)OC(=O)NC[C@H]1CN(CC1)CCCCCCN (6-((3S)-3-tert-Butoxycarbonylaminomethylpyrrolidin-1-yl)hexylamine), C1(=CC=CC=C1)N=C=O (phenyl isocyanate), NC1=CC(=C(C(=O)O)C=C1Cl)OC (4-amino-5-chloro-2-methoxybenzoic acid). The product is NC1=CC(=C(C(=O)NC[C@H]2CN(CC2)CCCCCCNC(=O)NC2=CC=CC=C2)C=C1Cl)OC (4-amino-5-chloro-2-methoxy-N-((3S)-1-(6-(3-phenylureido)hexyl)pyrrolidin-3-ylmethyl)benzamide). Reaction SMILES: C(O[C:6]([NH:8][CH2:9][C@@H:10]1[CH2:14][CH2:13][N:12]([CH2:15][CH2:16][CH2:17][CH2:18][CH2:19][CH2:20][NH2:21])[CH2:11]1)=[O:7])(C)(C)C.[C:22]1([N:28]=[C:29]=[O:30])[CH:27]=[CH:26][CH:25]=[CH:24][CH:23]=1.[NH2:31][C:32]1[C:40]([Cl:41])=[CH:39][C:35](C(O)=O)=[C:34]([O:42][CH3:43])[CH:33]=1>>[NH2:31][C:32]1[C:40]([Cl:41])=[CH:39][C:35]([C:6]([NH:8][CH2:9][C@@H:10]2[CH2:14][CH2:13][N:12]([CH2:15][CH2:16][CH2:17][CH2:18][CH2:19][CH2:20][NH:21][C:29]([NH:28][C:22]3[CH:27]=[CH:26][CH:25]=[CH:24][CH:23]=3)=[O:30])[CH2:11]2)=[O:7])=[C:34]([O:42][CH3:43])[CH:33]=1. Reported procedure: 6-((3S)-3-tert-Butoxycarbonylaminomethylpyrrolidin-1-yl)hexylamine (1.00 g) as starting compound was reacted and treated in the same manner as in Example 34 using phenyl isocyanate (0.38 ml) and 4-amino-5-chloro-2-methoxybenzoic acid (0.67 g) to give 4-amino-5-chloro-2-methoxy-N-((3S)-1-(6-(3-phenylureido)hexyl)pyrrolidin-3-ylmethyl)benzamide. Reactants: CC(N)=O, CC(=O)Cl, Cc1cccc(C)c1OCC(C)N, CC(=O)OC(C)=O, CCOC(C)=O. Yields the product CC(=O)NC(C)COc1c(C)cccc1C. RXN SMILES: [CH3:14][C:15]([NH2:16])=[O:17].[CH3:18][C:19](=[O:20])[Cl:21].[CH3:1][CH:2]([NH2:3])[CH2:4][O:5][c:6]1[c:7]([CH3:8])[cH:9][cH:10][cH:11][c:12]1[CH3:13].[CH3:22][C:23]([O:24][C:25](=[O:26])[CH3:27])=[O:28].[CH3:29][CH2:30][O:31][C:32](=[O:33])[CH3:34]>>[CH3:1][CH:2]([NH:3][C:15]([CH3:14])=[O:17])[CH2:4][O:5][c:6]1[c:7]([CH3:8])[cH:9][cH:10][cH:11][c:12]1[CH3:13]. Product: CCOC(=O)c1c(OS(=O)(=O)C(F)(F)C(F)(F)C(F)(F)C(F)(F)F)c2cnccc2n1C. Reactants: CCOC(=O)c1c(O)c2cnccc2n1C, CN(C)c1ccncc1, CCN(C(C)C)C(C)C, ClCCl, O=S(=O)(F)C(F)(F)C(F)(F)C(F)(F)C(F)(F)F. Reaction SMILES: [CH2:1]([CH3:2])[O:3][C:4](=[O:5])[c:6]1[c:7]([OH:16])[c:8]2[cH:9][n:10][cH:11][cH:12][c:13]2[n:14]1[CH3:15].[CH3:43][N:44]([c:45]1[cH:46][cH:47][n:48][cH:49][cH:50]1)[CH3:51].[CH:17]([N:18]([CH2:19][CH3:20])[CH:21]([CH3:22])[CH3:23])([CH3:24])[CH3:25].[Cl:52][CH2:53][Cl:54].[F:26][C:27]([C:28]([C:29]([S:30](=[O:31])(=[O:32])[F:33])([F:34])[F:35])([F:36])[F:37])([C:38]([F:39])([F:40])[F:41])[F:42]>>[CH2:1]([CH3:2])[O:3][C:4](=[O:5])[c:6]1[c:7]([O:16][S:30]([C:29]([C:28]([C:27]([F:26])([C:38]([F:39])([F:40])[F:41])[F:42])([F:36])[F:37])([F:34])[F:35])(=[O:31])=[O:32])[c:8]2[cH:9][n:10][cH:11][cH:12][c:13]2[n:14]1[CH3:15]. Starting materials: CC(=O)O, COc1ccc([N+](=O)[O-])c(C)c1F, [Fe]. Product: COc1ccc(N)c(C)c1F. Reaction SMILES: [CH3:14][C:15](=[O:16])[OH:17].[F:1][c:2]1[c:3]([O:12][CH3:13])[cH:4][cH:5][c:6]([N+:9]([O-:10])=[O:11])[c:7]1[CH3:8].[Fe:18]>>[F:1][c:2]1[c:3]([O:12][CH3:13])[cH:4][cH:5][c:6]([NH2:9])[c:7]1[CH3:8].